This data is from the Open Reaction Database (ORD), a public repository of structured organic reaction records. The task is: describe an organic reaction: reactants, conditions, products, and yield Reactants: [Cl-], O=C(O)c1ccccc1O, c1ccncc1. Product: [Cl-], O=C(O)c1ccccc1O. Reaction SMILES: [Cl-:11].[OH:1][C:2](=[O:3])[c:4]1[cH:5][cH:6][cH:7][cH:8][c:9]1[OH:10].[cH:12]1[cH:13][cH:14][n:15][cH:16][cH:17]1>>[Cl-:11].[O:1]=[C:2]([OH:3])[c:4]1[cH:5][cH:6][cH:7][cH:8][c:9]1[OH:10]. Reactants: O (H2O), ClC=1C=C(C=2N(C1)C=CN2)NC2=NC=C(C=C2)N2CCN(CC2)C (6-Chloro-N-(5-(4-methylpiperazin-1-yl)pyridin-2-yl)imidazo[1,2-a]pyridin-8-amine), C(C)(=O)OCC1=C(C=C(C=C1B1OC(C(O1)(C)C)(C)C)F)N1C(C=2N(C=3CCCCC3C2)CC1)=O (4-Fluoro-2-(1-oxo-3,4,6,7,8,9-hexahydropyrazino[1,2-a]indol-2(1H)-yl)-6-(4,4,5,5-tetramethyl-1,3,2-dioxaborolan-2-yl)benzyl acetate), C(=O)([O-])[O-].[Cs+].[Cs+] (Cs2CO3). The reagents and catalysts are C=1C=CC(=CC1)/C=C/C(=O)/C=C/C2=CC=CC=C2.C=1C=CC(=CC1)/C=C/C(=O)/C=C/C2=CC=CC=C2.C=1C=CC(=CC1)/C=C/C(=O)/C=C/C2=CC=CC=C2.[Pd].[Pd] (Pd2(dba)3). Solvent: CC#N (CH3CN). Run at temperature 140 celsius. Yields the product FC=1C=C(C(=C(C1)N1C(C=2N(C=3CCCCC3C2)CC1)=O)CO)C=1C=C(C=2N(C1)C=CN2)NC2=NC=C(C=C2)N2CCN(CC2)C (2-(5-Fluoro-2-(hydroxymethyl)-3-(8-(5-(4-methylpiperazin-1-yl)pyridin-2-ylamino)imidazo[1,2-a]pyridin-6-yl)phenyl)-3,4,6,7,8,9-hexahydropyrazino[1,2-a]indol-1(2H)-one). The yield is 27.5%. RXN SMILES: Cl[C:2]1[CH:3]=[C:4]([NH:11][C:12]2[CH:17]=[CH:16][C:15]([N:18]3[CH2:23][CH2:22][N:21]([CH3:24])[CH2:20][CH2:19]3)=[CH:14][N:13]=2)[C:5]2[N:6]([CH:8]=[CH:9][N:10]=2)[CH:7]=1.C([O:28][CH2:29][C:30]1[C:35](B2OC(C)(C)C(C)(C)O2)=[CH:34][C:33]([F:45])=[CH:32][C:31]=1[N:46]1[CH2:58][CH2:57][N:49]2[C:50]3[CH2:51][CH2:52][CH2:53][CH2:54][C:55]=3[CH:56]=[C:48]2[C:47]1=[O:59])(=O)C.C([O-])([O-])=O.[Cs+].[Cs+].O>CC#N.C1C=CC(/C=C/C(/C=C/C2C=CC=CC=2)=O)=CC=1.C1C=CC(/C=C/C(/C=C/C2C=CC=CC=2)=O)=CC=1.C1C=CC(/C=C/C(/C=C/C2C=CC=CC=2)=O)=CC=1.[Pd].[Pd]>[F:45][C:33]1[CH:34]=[C:35]([C:2]2[CH:3]=[C:4]([NH:11][C:12]3[CH:17]=[CH:16][C:15]([N:18]4[CH2:23][CH2:22][N:21]([CH3:24])[CH2:20][CH2:19]4)=[CH:14][N:13]=3)[C:5]3[N:6]([CH:8]=[CH:9][N:10]=3)[CH:7]=2)[C:30]([CH2:29][OH:28])=[C:31]([N:46]2[CH2:58][CH2:57][N:49]3[C:50]4[CH2:51][CH2:52][CH2:53][CH2:54][C:55]=4[CH:56]=[C:48]3[C:47]2=[O:59])[CH:32]=1 |f:2.3.4,7.8.9.10.11|. Procedure details: A 25 mL sealed tube was charged with 101b (300 mg, 0.88 mmol), 101l (423 mg, 0.88 mmol), Cs2CO3 (572 mg, 1.76 mmol), Pd2(dba)3 (80 mg, 0.09 mmol) suspended in CH3CN (25 mL), and H2O (1 mL). The mixture was heated at 140° C. under microwave irradiation for 1 hour. It was then evaporated and the residue was purified by silica-gel column eluting with 10:1 methylene chloride/methanol to give the crude product, which was further purified by reverse phase Combi-flash eluting with 0.3% NH4HCO3 in 1:4 w...